This data is from the Open Reaction Database (ORD), a public repository of structured organic reaction records. The task is: describe an organic reaction: reactants, conditions, products, and yield Reactants: C(CC(C)C)=O (isovaleraldehyde), CC(=O)C (acetone). Reaction SMILES: [CH:1](=O)[CH2:2][CH:3]([CH3:5])[CH3:4].[CH3:7][C:8]([CH3:10])=[O:9]>>[CH3:4][CH:3]([CH3:5])[CH2:2][CH:1]=[CH:7][C:8](=[O:9])[CH3:10]. The product is ( iv ), CC(CC=CC(C)=O)C (6-methyl-3-hepten-2-one). Isolated yield 35.0%. Procedure details: In contrast, the processes comprising subjecting isovaleraldehyde and acetone to aldol condensation in the presence of an aqueous alkali have an advantage that the reaction can be carried out under mild conditions, using inexpensive materials. The process (iv), however, can give 6-methyl-3-hepten-2-one, the aldol condensate, only in a 35 to 40% yield at most. Also, the process (v) mainly forms 6-methyl-4-hydroxyheptan-2-one, and requires successive dehydration reaction in order to obtain the yie... The reactants are CCCCCCCCCCCCCCCCCCOCC(O)COCCCCCCCCCCCCCCCCCC, CCCCCCCCCCCCCCCC(O)=S. Product: CCCCCCCCCCCCCCCCCCOCC(O)C(OCCCCCCCCCCCCCCCCCC)C(=S)CCCCCCCCCCCCCCC. As a reaction SMILES: [CH2:1]([CH2:2][CH2:3][CH2:4][CH2:5][CH2:6][CH2:7][CH2:8][CH2:9][CH2:10][CH2:11][CH2:12][CH2:13][CH2:14][CH2:15][CH2:16][CH2:17][CH3:18])[O:19][CH2:20][CH:21]([OH:22])[CH2:23][O:24][CH2:25][CH2:26][CH2:27][CH2:28][CH2:29][CH2:30][CH2:31][CH2:32][CH2:33][CH2:34][CH2:35][CH2:36][CH2:37][CH2:38][CH2:39][CH2:40][CH2:41][CH3:42].[CH2:43]([CH2:44][CH2:45][CH2:46][CH2:47][CH2:48][CH2:49][CH2:50][CH2:51][CH2:52][CH2:53][CH2:54][CH2:55][CH3:56])[CH2:57][C:58](=[S:59])[OH:60]>>[CH2:1]([CH2:2][CH2:3][CH2:4][CH2:5][CH2:6][CH2:7][CH2:8][CH2:9][CH2:10][CH2:11][CH2:12][CH2:13][CH2:14][CH2:15][CH2:16][CH2:17][CH3:18])[O:19][CH2:20][CH:21]([OH:22])[CH:23]([O:24][CH2:25][CH2:26][CH2:27][CH2:28][CH2:29][CH2:30][CH2:31][CH2:32][CH2:33][CH2:34][CH2:35][CH2:36][CH2:37][CH2:38][CH2:39][CH2:40][CH2:41][CH3:42])[C:58]([CH2:57][CH2:43][CH2:44][CH2:45][CH2:46][CH2:47][CH2:48][CH2:49][CH2:50][CH2:51][CH2:52][CH2:53][CH2:54][CH2:55][CH3:56])=[S:59]. Reactants: BrC(CC(C)C)C(C(CCCC)(O)CCCC)=O (4-bromo-6-butyl-6-hydroxy-2-methyldecan-5-one), [OH-].[K+] (KOH). The solvent is CS(=O)C (DMSO), O (water). Reaction conditions: temperature 0 celsius. Yields the product C(CCC)C1(OC(C1=O)CC(C)C)CCCC (2,2-dibutyl-4-isobutyloxetan-3-one). Yield: 95.0%. Reaction SMILES: Br[CH:2]([C:7](=[O:18])[C:8]([CH2:14][CH2:15][CH2:16][CH3:17])([OH:13])[CH2:9][CH2:10][CH2:11][CH3:12])[CH2:3][CH:4]([CH3:6])[CH3:5].[OH-].[K+]>CS(C)=O.O>[CH2:9]([C:8]1([CH2:14][CH2:15][CH2:16][CH3:17])[C:7](=[O:18])[CH:2]([CH2:3][CH:4]([CH3:6])[CH3:5])[O:13]1)[CH2:10][CH2:11][CH3:12] |f:1.2|. Reported procedure: To the solution of allene (48. mg, 0.230 mmol) in 1:1 solution of t-BuOH and pH 7.4 buffer (3.0 ml) at rt was added NMO (60. mg, 0.460 mmol) and 4 wt % OsO4 in water (0.300 ml, 0.046 mmol). NBS (77. mg, 0.460 mmol) was dissolved in 1:1:1 solution of t-BuOH, water and acetone (3.00 ml) and added to the reaction mixture via syringe pump over 5 h at rt. After the complete consumption of allene as judged by TLC (5 h), the reaction was quenched by a saturated solution of sodium sulfite (3.00 ml). The...